From a dataset of the Open Reaction Database (ORD), a public repository of structured organic reaction records. describe an organic reaction: reactants, conditions, products, and yield Reactants: C1(CC1)N1C(=NN=C1)C=1C=C(C=CC1)NC(=O)C1=NC=CC(=C1)C=1C=NC(=CC1)F (N-(3-(4-cyclopropyl-4H-1,2,4-triazol-3-yl)phenyl)-6-fluoro-3,4′-bipyridine-2′-carboxamide), C1(CCC1)O (cyclobutanol), [H-].[Na+] (Sodium hydride), C1(CCC1)O (cyclobutanol). Conditions: time 10 minute. The product is C1(CCC1)OC1=CC=C(C=N1)C1=CC(=NC=C1)C(=O)NC1=CC(=CC=C1)C1=NN=CN1C1CC1 (6-cyclobutoxy-N-(3-(4-cyclopropyl-4H-1,2,4-triazol-3-yl)phenyl)-3,4′-bipyridine-2′-carboxamide). Isolated yield 55.0%. Reaction SMILES: [H-].[Na+].[CH:3]1([N:6]2[CH:10]=[N:9][N:8]=[C:7]2[C:11]2[CH:12]=[C:13]([NH:17][C:18]([C:20]3[CH:25]=[C:24]([C:26]4[CH:27]=[N:28][C:29](F)=[CH:30][CH:31]=4)[CH:23]=[CH:22][N:21]=3)=[O:19])[CH:14]=[CH:15][CH:16]=2)[CH2:5][CH2:4]1.[CH:33]1([OH:37])[CH2:36][CH2:35][CH2:34]1>>[CH:33]1([O:37][C:29]2[N:28]=[CH:27][C:26]([C:24]3[CH:23]=[CH:22][N:21]=[C:20]([C:18]([NH:17][C:13]4[CH:14]=[CH:15][CH:16]=[C:11]([C:7]5[N:6]([CH:3]6[CH2:5][CH2:4]6)[CH:10]=[N:9][N:8]=5)[CH:12]=4)=[O:19])[CH:25]=3)=[CH:31][CH:30]=2)[CH2:36][CH2:35][CH2:34]1 |f:0.1|. Procedure details: Sodium hydride (60% in mineral oil, 15 mg, 0.38 mmol) was added to 0.5 mL of cyclobutanol and the reaction mixture was stirred for 10 minutes at room temperature. (N-(3-(4-cyclopropyl-4H-1,2,4-triazol-3-yl)phenyl)-6-fluoro-3,4′-bipyridine-2′-carboxamide) (24 mg, 0.06 mmol) in cyclobutanol (0.2 mL) was added and the reaction mixture was heated to 90° C. for 30 minutes. The reaction mixture was concentrated under reduced pressure, neutralized with 1 M HCl and purified by reverse-phase HPLC to give...